Dataset: the Open Reaction Database (ORD), a public repository of structured organic reaction records. Task: describe an organic reaction: reactants, conditions, products, and yield Starting materials: [Al+3], CCOCC, Cc1c(F)c(F)c(F)c(F)c1C(=O)O, [H-], [H-], [H-], [H-], [Li+], O. The product is Cc1c(F)c(F)c(F)c(F)c1CO. RXN SMILES: [Al+3:16].[CH3:22][CH2:23][O:24][CH2:25][CH3:26].[F:1][c:2]1[c:3]([C:12](=[O:13])[OH:14])[c:4]([CH3:11])[c:5]([F:10])[c:6]([F:9])[c:7]1[F:8].[H-:15].[H-:18].[H-:19].[H-:20].[Li+:17].[OH2:21]>>[F:1][c:2]1[c:3]([CH2:12][OH:13])[c:4]([CH3:11])[c:5]([F:10])[c:6]([F:9])[c:7]1[F:8]. Starting materials: ClC1=CC=C(C(=O)NN(C(=S)NC)C)C=C1 (1-(4-chlorobenzoyl)-2,4-dimethylthiosemicarbazide), Cl.N1=CC=CC=C1 (pyridine hydrochloride), C(=O)(O)[O-].[Na+] (NaHCO3). Yields the product ClC1=CC=C(C=C1)C=1N(C(N(N1)C)=S)C (5-(4-Chlorophenyl)-2,4-Dimethyl-3H-1,2,4-Triazole-3-Thione). As a reaction SMILES: [Cl:1][C:2]1[CH:16]=[CH:15][C:5]([C:6]([NH:8][N:9]([CH3:14])[C:10]([NH:12][CH3:13])=[S:11])=O)=[CH:4][CH:3]=1.Cl.N1C=CC=CC=1.C([O-])(O)=O.[Na+]>>[Cl:1][C:2]1[CH:16]=[CH:15][C:5]([C:6]2[N:12]([CH3:13])[C:10](=[S:11])[N:9]([CH3:14])[N:8]=2)=[CH:4][CH:3]=1 |f:1.2,3.4|. Procedure details: The 1:1 mixture of 1-(4-chlorobenzoyl)-2,4-dimethylthiosemicarbazide and pyridine hydrochloride (3.61 g of mixture) from Example 2 and 1 molar aqueous NaHCO3 (100 ml, 1.00×10-1 mole) were stirred and warmed to reflux. After refluxing for 5 hours the reaction was allowed to cool. It was then placed in a refrigerator for several hours before the precipitate was collected by filtration. The collected material was dried partially by suction before being transferred to a desiccator where it was dried... Starting materials: C(C)(=O)O[C@@H]1[C@H](O[C@H]([C@@H]([C@H]1OC(C)=O)OC(C)=O)C1=CC(=C(C=C1)Cl)CC=1C=CC2=C(NCC(O2)C#N)C1)COC(C)=O (acetic acid (2R,3R,4R,5S,6S)-3,4,5-triacetoxy-6-[4-chloro-3-(2-cyano-3,4-dihydro-2H-benzo[1,4]oxazin-6-ylmethyl)-phenyl]-tetrahydro-pyran-2-ylmethyl ester), C[O-].[Na+] (sodium methoxide), CO (methanol). Reaction conditions: time 8 hour. Yields the product COC(=O)C1OC2=C(NC1)C=C(C=C2)CC2=C(C=CC(=C2)[C@@H]2O[C@@H]([C@H]([C@@H]([C@H]2O)O)O)CO)Cl (6-[2-chloro-5-((2S,3R,4R,5S,6R)-3,4,5-trihydroxy-6-hydroxymethyl-tetrahydro-pyran-2-yl)-benzyl]-3,4-dihydro-2H-benzo[1,4]oxazine-2-carboxylic acid methyl ester). As a reaction SMILES: C([O:4][C@H:5]1[C@H:10]([O:11]C(=O)C)[C@@H:9]([O:15]C(=O)C)[C@H:8]([C:19]2[CH:24]=[CH:23][C:22]([Cl:25])=[C:21]([CH2:26][C:27]3[CH:28]=[CH:29][C:30]4[O:35][CH:34](C#N)[CH2:33][NH:32][C:31]=4[CH:38]=3)[CH:20]=2)[O:7][C@@H:6]1[CH2:39][O:40]C(=O)C)(=O)C.[CH3:44][O-:45].[Na+].[CH3:47][OH:48]>>[CH3:44][O:45][C:47]([CH:34]1[CH2:33][NH:32][C:31]2[CH:38]=[C:27]([CH2:26][C:21]3[CH:20]=[C:19]([C@H:8]4[C@H:9]([OH:15])[C@@H:10]([OH:11])[C@H:5]([OH:4])[C@@H:6]([CH2:39][OH:40])[O:7]4)[CH:24]=[CH:23][C:22]=3[Cl:25])[CH:28]=[CH:29][C:30]=2[O:35]1)=[O:48] |f:1.2|. Reported procedure: To a stirred solution of acetic acid (2R,3R,4R,5S,6S)-3,4,5-triacetoxy-6-[4-chloro-3-(2-cyano-3,4-dihydro-2H-benzo[1,4]oxazin-6-ylmethyl)-phenyl]-tetrahydro-pyran-2-ylmethyl ester (180 mg) in methanol (2 mL) was added sodium methoxide (20 mg). After stirring at room temperature overnight, the reaction mixture was concentrated to furnish 6-[2-chloro-5-((2S,3R,4R,5S,6R)-3,4,5-trihydroxy-6-hydroxymethyl-tetrahydro-pyran-2-yl)-benzyl]-3,4-dihydro-2H-benzo[1,4]oxazine-2-carboxylic acid methyl ester. ... Reactants: C(C=C)C(C(=O)OC(C)(C)C)C(C)O (t-butyl 2-allyl-3-hydroxybutanoate), C(CCCCCCCCCCC)(=O)OC=C (vinyl laurate). Reaction conditions: temperature 35 celsius, time 9 day. Yields the product C(C=C)C(C(=O)OC(C)(C)C)[C@H](C)O (t-butyl (3S)-2-allyl-3-hydroxybutanoate). Isolated yield 45.3%. As a reaction SMILES: [CH2:1]([CH:4]([CH:12]([OH:14])[CH3:13])[C:5]([O:7][C:8]([CH3:11])([CH3:10])[CH3:9])=[O:6])[CH:2]=[CH2:3].C(OC=C)(=O)CCCCCCCCCCC>>[CH2:1]([CH:4]([C@@H:12]([OH:14])[CH3:13])[C:5]([O:7][C:8]([CH3:10])([CH3:9])[CH3:11])=[O:6])[CH:2]=[CH2:3]. Reported procedure: A mixture of 15.0 g of t-butyl 2-allyl-3-hydroxybutanoate as racemate, 13.7 g of vinyl laurate, and 8.0 g of Lipase P (trade name, supplied by Amano Pharmaceutical Co., Ltd.) was stirred at 35° C. for 9 days. After stopping the reaction, the enzyme was removed by filtration and the enzyme was washed with n-heptane on a filter paper. The filtrate was distilled away and the residue was subjected to vacuum distillation to give 6.8 g of t-butyl (3S)-2-allyl-3-hydroxybutanoate of the following formul...